This data is from the Open Reaction Database (ORD), a public repository of structured organic reaction records. The task is: describe an organic reaction: reactants, conditions, products, and yield The reactants are CSCCC(NC(=O)OCc1ccccc1)C(=O)O, CN1CCOCC1, CC(C)(C)OC(=O)N1C(=O)C2CC1CCC2N, CN(C)C=O. Product: CSCCC(NC(=O)OCc1ccccc1)C(=O)NC1CCC2CC1C(=O)N2C(=O)OC(C)(C)C. Reaction SMILES: [C:18](=[O:19])([O:20][CH2:21][c:22]1[cH:23][cH:24][cH:25][cH:26][cH:27]1)[NH:28][CH:29]([CH2:30][CH2:31][S:32][CH3:33])[C:34](=[O:35])[OH:36].[CH3:37][N:38]1[CH2:39][CH2:40][O:41][CH2:42][CH2:43]1.[NH2:1][CH:2]1[CH:3]2[C:4](=[O:17])[N:5]([C:10](=[O:11])[O:12][C:13]([CH3:14])([CH3:15])[CH3:16])[CH:6]([CH2:7][CH2:8]1)[CH2:9]2.[O:44]=[CH:45][N:46]([CH3:47])[CH3:48]>>[NH:1]([CH:2]1[CH:3]2[C:4](=[O:17])[N:5]([C:10](=[O:11])[O:12][C:13]([CH3:14])([CH3:15])[CH3:16])[CH:6]([CH2:7][CH2:8]1)[CH2:9]2)[C:34]([CH:29]([NH:28][C:18](=[O:19])[O:20][CH2:21][c:22]1[cH:23][cH:24][cH:25][cH:26][cH:27]1)[CH2:30][CH2:31][S:32][CH3:33])=[O:35].